This data is from the Open Reaction Database (ORD), a public repository of structured organic reaction records. The task is: describe an organic reaction: reactants, conditions, products, and yield Starting materials: ClC=1NC(=C(C1C(=O)OCC)F)C1=CC=CC=C1 (ethyl 2-chloro-4-fluoro-5-phenyl-1H-pyrrole-3-carboxylate). Reagents/catalysts: [C].[Pd] (palladium carbon). The solvent is C(C)O (ethanol). Run at time 24 hour. The product is FC=1C(=CNC1C1=CC=CC=C1)C(=O)OCC (Ethyl 4-fluoro-5-phenyl-1H-pyrrole-3-carboxylate). Yield: 38.3%. RXN SMILES: Cl[C:2]1[NH:3][C:4]([C:13]2[CH:18]=[CH:17][CH:16]=[CH:15][CH:14]=2)=[C:5]([F:12])[C:6]=1[C:7]([O:9][CH2:10][CH3:11])=[O:8]>C(O)C.[C].[Pd]>[F:12][C:5]1[C:6]([C:7]([O:9][CH2:10][CH3:11])=[O:8])=[CH:2][NH:3][C:4]=1[C:13]1[CH:18]=[CH:17][CH:16]=[CH:15][CH:14]=1 |f:2.3|. Reported procedure: To a solution (30 mL) of ethyl 2-chloro-4-fluoro-5-phenyl-1H-pyrrole-3-carboxylate (300 mg) in ethanol was added 10% palladium carbon (50% water-containing product, 0.3 g), and the mixture was stirred under a hydrogen atmosphere at room temperature for 24 hr. The reaction mixture was filtrated, and the filtrate was concentrated under reduced pressure. The residue was purified by silica gel column chromatography (eluent: hexane-ethyl acetate=4:1) to give the title compound as a colorless oil (yie... Starting materials: Cl (hydrochloric acid), C([O-])(O)=O.[K+] (potassium bicarbonate), CC1=CC=C(C=C1)C(=O)C(=O)C1=CC=C(C=C1)C (4,4′-dimethylbenzil), Cl.NCC(=O)N (glycinamide hydrochloride), [OH-].[Na+] (sodium hydroxide). Run in O (water), CO (methanol). Yields the product CC1=CC=C(C=C1)C=1N=CC(=NC1C1=CC=C(C=C1)C)O (5,6-bis(4-methylphenyl)pyrazin-2-ol). As a reaction SMILES: [CH3:1][C:2]1[CH:7]=[CH:6][C:5]([C:8]([C:10]([C:12]2[CH:17]=[CH:16][C:15]([CH3:18])=[CH:14][CH:13]=2)=O)=O)=[CH:4][CH:3]=1.Cl.[NH2:20][CH2:21][C:22]([NH2:24])=[O:23].[OH-].[Na+].Cl.C(=O)(O)[O-].[K+]>O.CO>[CH3:1][C:2]1[CH:7]=[CH:6][C:5]([C:8]2[N:20]=[CH:21][C:22]([OH:23])=[N:24][C:10]=2[C:12]2[CH:17]=[CH:16][C:15]([CH3:18])=[CH:14][CH:13]=2)=[CH:4][CH:3]=1 |f:1.2,3.4,6.7|. Procedure: First, 5.5 g (23 mmol) of 4,4′-dimethylbenzil, 3.1 g (28 mmol) of glycinamide hydrochloride, 2.2 g (55 mmol) of sodium hydroxide, and 120 mL of methanol were put into a three-neck flask equipped with a reflux pipe, the air in the flask was replaced with nitrogen, and the mixture was refluxed for 8.5 hours. Then, stirring was performed until the temperature of the flask was returned to room temperature. After that, 3 mL of 12 M concentrated hydrochloric acid, 2.3 g of potassium bicarbonate, and 5... Starting materials: CC(C)CN(C(=O)c1nc2ccccc2n1CCc1ccccc1)C1CN(C(=O)OC(C)(C)C)CC(C)(C(=O)[O-])C1, CO, Cl, [Na+], [OH-]. Yields the product CC(C)CN(C(=O)c1nc2ccccc2n1CCc1ccccc1)C1CC(C(=O)O)CN(C(=O)OC(C)(C)C)C1. Reaction SMILES: [CH3:1][C:2]1([C:39](=[O:40])[O-:41])[CH2:3][N:4]([C:32](=[O:33])[O:34][C:35]([CH3:36])([CH3:37])[CH3:38])[CH2:5][CH:6]([N:8]([C:9](=[O:10])[c:11]2[n:12][c:13]3[c:14]([n:15]2[CH2:16][CH2:17][c:18]2[cH:19][cH:20][cH:21][cH:22][cH:23]2)[cH:24][cH:25][cH:26][cH:27]3)[CH2:28][CH:29]([CH3:30])[CH3:31])[CH2:7]1.[CH3:45][OH:46].[ClH:44].[Na+:43].[OH-:42]>>[CH:2]1([C:39](=[O:40])[OH:41])[CH2:3][N:4]([C:32](=[O:33])[O:34][C:35]([CH3:36])([CH3:37])[CH3:38])[CH2:5][CH:6]([N:8]([C:9](=[O:10])[c:11]2[n:12][c:13]3[c:14]([n:15]2[CH2:16][CH2:17][c:18]2[cH:19][cH:20][cH:21][cH:22][cH:23]2)[cH:24][cH:25][cH:26][cH:27]3)[CH2:28][CH:29]([CH3:30])[CH3:31])[CH2:7]1. Starting materials: C(C)(C)NC1=NC2=CC=C(C=C2C=C1)[N+](=O)[O-] (isopropyl-(6-nitroquinolin-2-yl)amine). Run in ClCCl.CO (dichloromethane methanol). The product is C(C)(C)NC1=NC2=CC=C(C=C2C=C1)N (N2-isopropyl-quinoline-2,6-diamine). RXN SMILES: [CH:1]([NH:4][C:5]1[CH:14]=[CH:13][C:12]2[C:7](=[CH:8][CH:9]=[C:10]([N+:15]([O-])=O)[CH:11]=2)[N:6]=1)([CH3:3])[CH3:2]>ClCCl.CO>[CH:1]([NH:4][C:5]1[CH:14]=[CH:13][C:12]2[C:7](=[CH:8][CH:9]=[C:10]([NH2:15])[CH:11]=2)[N:6]=1)([CH3:3])[CH3:2] |f:1.2|. Procedure: Prepared analogously to Example 3.1.b. from isopropyl-(6-nitroquinolin-2-yl)amine. Yield: 0.51 g (78.1% of theory); C12H15N3 (M=201.27); calc.: molecular ion peak (M+H)+: 202; found: molecular ion peak (M+H)+: 202; Rf value: 0.25 (silica gel, dichloromethane/methanol (19:1)). The reactants are C1CCOC1, O=C(O)C=Cc1ccc(Cl)cc1. Product: O=C(O)CCc1ccc(Cl)cc1. RXN SMILES: [CH2:13]1[O:14][CH2:15][CH2:16][CH2:17]1.[Cl:1][c:2]1[cH:3][cH:4][c:5]([CH:8]=[CH:9][C:10](=[O:11])[OH:12])[cH:6][cH:7]1>>[Cl:1][c:2]1[cH:3][cH:4][c:5]([CH2:8][CH2:9][C:10](=[O:11])[OH:12])[cH:6][cH:7]1. Starting materials: C(C)(=O)O[BH-](OC(C)=O)OC(C)=O.[Na+] (sodium triacetoxy borohydride), C(C)(=O)O (acetic acid), C[C@H]1O[C@H](CC(C1)C=O)C ((2R,6S)-2,6-dimethyltetrahydro-2H-pyran-4-carbaldehyde), BrC1=CC=CC(=N1)N (6-bromo-2-aminopyridine). Run in C(Cl)Cl (DCM), C(C)(=O)OCC (ethyl acetate). Run at time 40 minute. The product is BrC1=CC=CC(=N1)NCC1C[C@H](O[C@H](C1)C)C (6-bromo-N-(((2R,6S)-2,6-dimethyltetrahydro-2H-pyran-4-yl)methyl)pyridin-2-amine). Isolated yield 43.8%. Reaction SMILES: [CH3:1][C@@H:2]1[CH2:7][CH:6]([CH:8]=O)[CH2:5][C@H:4]([CH3:10])[O:3]1.[Br:11][C:12]1[N:17]=[C:16]([NH2:18])[CH:15]=[CH:14][CH:13]=1.C(O[BH-](OC(=O)C)OC(=O)C)(=O)C.[Na+].C(O)(=O)C>C(Cl)Cl.C(OCC)(=O)C>[Br:11][C:12]1[N:17]=[C:16]([NH:18][CH2:8][CH:6]2[CH2:7][C@H:2]([CH3:1])[O:3][C@H:4]([CH3:10])[CH2:5]2)[CH:15]=[CH:14][CH:13]=1 |f:2.3|. Procedure details: The mixture of (2R,6S)-2,6-dimethyltetrahydro-2H-pyran-4-carbaldehyde (120 mg, 0.84 mmol) and 6-bromo-2-aminopyridine (219 mg, 1.26 mmol) in 5 ml DCM was stirred at ambient temperature for about 40 min. To this solution was added sodium triacetoxy borohydride (268 mg, 1.26 mmol), followed by the addition of 0.01 ml acetic acid. The resulting solution was stirred at ambient temperature for about 40 hours. The reaction mixture was concentrated in vacuo to yield a residue was diluted with ethyl ace... The reactants are [H-].[Na+] (Sodium hydride), Cl.C(=N)N (formamidine hydrochloride), compound A, [Cl-].[NH4+] (ammonium chloride), FC=1C=C(C=C(C1)F)C(C(C(=O)C=1C=C(C=CC1)S(=O)(=O)Cl)=C1NC2=C(N1)C=CC=C2)=O (3-[3-(3,5-difluorophenyl)-2-(1,3-dihydro-2H-benzimidazol-2-ylidene)-3-oxopropanoyl]benzenesulfonyl chloride). Run in CN(C)C=O (DMF), CN(C)C=O (DMF). Run at time 15 minute. Yields the product FC=1C=C(C=C(C1)F)C(C(C(=O)C=1C=C(C=CC1)S(=O)(=O)NC=N)=C1NC2=C(N1)C=CC=C2)=O (3-[3-(3,5-difluorophenyl)-2-(1,3-dihydro-2H-benzimidazol-2-ylidene)-3-oxopropanoyl]-N-(iminomethyl)benzenesulfonamide). RXN SMILES: [H-].[Na+].Cl.[CH:4]([NH2:6])=[NH:5].[F:7][C:8]1[CH:9]=[C:10]([C:15](=[O:38])[C:16](=[C:29]2[NH:33][C:32]3[CH:34]=[CH:35][CH:36]=[CH:37][C:31]=3[NH:30]2)[C:17]([C:19]2[CH:20]=[C:21]([S:25](Cl)(=[O:27])=[O:26])[CH:22]=[CH:23][CH:24]=2)=[O:18])[CH:11]=[C:12]([F:14])[CH:13]=1.[Cl-].[NH4+]>CN(C=O)C>[F:7][C:8]1[CH:9]=[C:10]([C:15](=[O:38])[C:16](=[C:29]2[NH:30][C:31]3[CH:37]=[CH:36][CH:35]=[CH:34][C:32]=3[NH:33]2)[C:17]([C:19]2[CH:20]=[C:21]([S:25]([NH:5][CH:4]=[NH:6])(=[O:26])=[O:27])[CH:22]=[CH:23][CH:24]=2)=[O:18])[CH:11]=[C:12]([F:14])[CH:13]=1 |f:0.1,2.3,5.6|. Procedure: 60% Sodium hydride (809 mg) was added to a DMF (30 mL) solution of formamidine hydrochloride (1.92 g), followed by stirring at room temperature for 15 minutes. A DMF (10 mL) solution of 3-[3-(3,5-difluorophenyl)-2-(1,3-dihydro-2H-benzimidazol-2-ylidene)-3-oxopropanoyl]benzenesulfonyl chloride (hereinafter referred to as starting compound A, 1.13 g) was added, followed by stirring at room temperature for 1.5 hours. The reaction mixture was poured into an excess amount of aqueous ammonium chloride... The reactants are [C]=O (carbon monoxide), C(=O)=O (carbon dioxide), [H][H] (hydrogen), [Ni] (nickel). The reagents and catalysts are [Ni] (nickel). Solvent: O (water), O (water), O (Water), O (water), O (water), O (water), O (water), O (water), O (water), O (water), O (water), O (water), O (water), O (water). Product: [C-]#[O+].[C-]#[O+].[C-]#[O+].[C-]#[O+].[Ni] (nickel carbonyl). RXN SMILES: [C]=O.[C:3](=O)=[O:4].[H][H].[Ni:8]>[Ni].O>[C-:3]#[O+:4].[C-:3]#[O+:4].[C-:3]#[O+:4].[C-:3]#[O+:4].[Ni:8] |f:6.7.8.9.10,^3:0|. Reported procedure: U.S. Pat. No. 4,431,751 describes a method for producing superheated steam with the heat of catalytic methanation of a synthesis gas containing carbon monoxide, carbon dioxide and hydrogen. The process passes a gas stream first through a first internally water-cooled reactor, subsequently through an adiabatic reactor and a subsequent heat exchanger and finally through a second internally water-cooled reactor. The internally water-cooled reactors comprise a cooling system disposed within a cataly... The reactants are ClC1=NC=NC(=C1NC=O)NOCCOCP(=O)(OCC)OCC (4-chloro-6-[2-(diethoxyphosphorylmethoxy)ethoxyamino]-5-formamidopyrimidine). The solvent is C(C)(=O)OC(OCC)OCC (diethoxymethyl acetate). Conditions: time 15 minute. Yields the product ClC1=C2N=CN(C2=NC=N1)OCCOCP(=O)(OCC)OCC (6-Chloro-9-[2-(diethoxyphosphorylmethoxy)ethoxy]purine). The yield is 93.6%. As a reaction SMILES: [Cl:1][C:2]1[C:7]([NH:8][CH:9]=O)=[C:6]([NH:11][O:12][CH2:13][CH2:14][O:15][CH2:16][P:17]([O:22][CH2:23][CH3:24])([O:19][CH2:20][CH3:21])=[O:18])[N:5]=[CH:4][N:3]=1>C(OC(OCC)OCC)(=O)C>[Cl:1][C:2]1[N:3]=[CH:4][N:5]=[C:6]2[C:7]=1[N:8]=[CH:9][N:11]2[O:12][CH2:13][CH2:14][O:15][CH2:16][P:17]([O:22][CH2:23][CH3:24])([O:19][CH2:20][CH3:21])=[O:18]. Procedure: A solution of 4-chloro-6-[2-(diethoxyphosphorylmethoxy)ethoxyamino]-5-formamidopyrimidine (2.4 g, 6.3 mmol) in diethoxymethyl acetate (10 ml) was heated at 120° C. for 45 minutes. After cooling to ambient temperature, the solvent was removed under reduced pressure. The residue was dissolved in methanol (15 ml) and 0.880 ammonia (1 ml). After 15 minutes, the reaction mixture was evaporated to dryness and the residue chromatographed on silica gel (eluted with dichloromethane: methanol, 98:2) to gi... As a reaction SMILES: [CH3:1][O:2][C:3]([C@H:5]1[CH2:10][CH2:9][C@H:8]([CH2:11][NH:12][C:13](=[O:24])[CH2:14][C:15]2[CH:20]=[CH:19][CH:18]=[CH:17][C:16]=2[N+:21]([O-])=O)[CH2:7][CH2:6]1)=[O:4].[H][H]>CO.[Pd]>[CH3:1][O:2][C:3]([C@H:5]1[CH2:10][CH2:9][C@H:8]([CH2:11][NH:12][C:13](=[O:24])[CH2:14][C:15]2[CH:20]=[CH:19][CH:18]=[CH:17][C:16]=2[NH2:21])[CH2:7][CH2:6]1)=[O:4]. The solvent is CO (MeOH). Product: COC(=O)[C@@H]1CC[C@H](CC1)CNC(CC1=C(C=CC=C1)N)=O (trans-4-{[2-(2-amino-phenyl)-acetylamino]-methyl}-cyclohexane carboxylic acid methyl ester). Reagents/catalysts: [Pd] (Pd/C). Reactants: COC(=O)[C@@H]1CC[C@H](CC1)CNC(CC1=C(C=CC=C1)[N+](=O)[O-])=O (trans-4-{[2-(2-Nitro-phenyl)-acetylamino]-methyl}-cyclohexanecarboxylic acid methyl ester), [H][H] (hydrogen). Procedure: A solution of trans-4-{[2-(2-Nitro-phenyl)-acetylamino]-methyl}-cyclohexanecarboxylic acid methyl ester (4 g) in MeOH (600 mL) was submitted to continuous flow rate hydrogenation by H-Cube (ThalesNano®) using a 10% Pd/C cartridge (small cartridge, full hydrogen mode, flux 0.6 ml/min, P=1 atm). Finally, the solvent was removed under reduced pressure to obtain the titled compound (3.64 g, quantitative yield). Yield: 100.0%.